describe an organic reaction: reactants, conditions, products, and yield From a dataset of the Open Reaction Database (ORD), a public repository of structured organic reaction records. Reactants: [H-].[Na+] (sodium hydride), NC1=NC(=CC(=N1)F)F (2-amino-4,6-difluoropyrimidine), C(CCCCCC)O (n-heptanol), C(CCCCCC)O (n-heptanol). Conditions: time 2.5 hour. The product is NC1=NC(=CC(=N1)F)OCCCCCCC (2-amino-4-fluoro-6-n-heptyloxypyrimidine). Reaction SMILES: [H-].[Na+].[NH2:3][C:4]1[N:9]=[C:8]([F:10])[CH:7]=[C:6](F)[N:5]=1.[CH2:12]([OH:19])[CH2:13][CH2:14][CH2:15][CH2:16][CH2:17][CH3:18]>>[NH2:3][C:4]1[N:9]=[C:8]([F:10])[CH:7]=[C:6]([O:19][CH2:12][CH2:13][CH2:14][CH2:15][CH2:16][CH2:17][CH3:18])[N:5]=1 |f:0.1|. Procedure details: A solution of 1.14 g (0.038 mol) of 80% sodium hydride (suspension in linseed oil) in 30 ml of n-heptanol was added to a stirred mixture of 5 g (0.038 mol) of 2-amino-4,6-difluoropyrimidine in 70 ml of n-heptanol at 20° to 25° C. within 5 minutes. After 2.5 hours working up was carried out as in Example 6. 6.3 g (73% of theory) of the title compound of melting point 30°-32° C. were obtained in this way. Starting materials: C([C@@H]1[C@@H]([C@@H]([C@H]([C@@H](O1)O[C@@H]2[C@H](O[C@@]([C@H]2O)(CO)O)CO)O)O)O)O (lactitol), C([C@@H]1[C@@H]([C@@H]([C@H]([C@@H](O1)O[C@@H]2[C@H](O[C@@]([C@H]2O)(CO)O)CO)O)O)O)O (lactitol), C([C@@H]1[C@@H]([C@@H]([C@H]([C@@H](O1)O[C@@H]2[C@H](O[C@@]([C@H]2O)(CO)O)CO)O)O)O)O (lactitol), C([C@@H]1[C@@H]([C@@H]([C@H]([C@@H](O1)O[C@@H]2[C@H](O[C@@]([C@H]2O)(CO)O)CO)O)O)O)O (lactitol). Solvent: O (water). The product is C([C@@H]1[C@@H]([C@@H]([C@H]([C@@H](O1)O[C@H]([C@@H](CO)O)[C@@H]([C@H](CO)O)O)O)O)O)O.O (lactitol monohydrate), C([C@@H]1[C@@H]([C@@H]([C@H]([C@@H](O1)O[C@H]([C@@H](CO)O)[C@@H]([C@H](CO)O)O)O)O)O)O.O.O (lactitol dihydrate). RXN SMILES: [CH2:1]([OH:23])[C@H:2]1[O:7][C@@H:6]([O:8][C@H:9]2[C@H:13]([OH:14])[C@@:12]([OH:17])([CH2:15][OH:16])[O:11][C@@H:10]2[CH2:18][OH:19])[C@H:5]([OH:20])[C@@H:4]([OH:21])[C@H:3]1[OH:22]>O>[CH2:1]([OH:23])[C@H:2]1[O:7][C@@H:6]([O:8][C@@H:9]([C@H:13]([OH:14])[C@@H:12]([OH:17])[CH2:15][OH:16])[C@H:10]([OH:11])[CH2:18][OH:19])[C@H:5]([OH:20])[C@@H:4]([OH:21])[C@H:3]1[OH:22].[OH2:7].[CH2:1]([OH:23])[C@H:2]1[O:7][C@@H:6]([O:8][C@@H:9]([C@H:13]([OH:14])[C@@H:12]([OH:17])[CH2:15][OH:16])[C@H:10]([OH:11])[CH2:18][OH:19])[C@H:5]([OH:20])[C@@H:4]([OH:21])[C@H:3]1[OH:22].[OH2:7].[OH2:7] |f:2.3,4.5.6|. Procedure: Because the mixture according to the invention is a liquid, it is preferable to start from the lactitol reaction mixture obtained after the hydrogenation of lactose. Said reaction is usually performed in an aqueous medium in the presence of a suitable hydrogenation catalyst. The lactitol solution in water obtained after filtration, purification and possibly concentration by evaporation is very suitable as a source of lactitol for the preparation of the mixture according to the invention. The con... The reactants are [N+](=O)([O-])C=1C=C(C2=C(C=C(O2)C(=O)[O-])C1)Br.[K+] (potassium 5-nitro-7-bromobenzofuran-2-carboxylate). Run in CO (methanol). Run at time 1 hour. The product is [N+](=O)([O-])C=1C=C(C2=C(C=C(O2)C(=O)O)C1)Br (5-nitro-7-bromobenzofuran-2-carboxylic Acid). Yield: 66.0%. RXN SMILES: [N+:1]([C:4]1[CH:5]=[C:6]([Br:16])[C:7]2[O:11][C:10]([C:12]([O-:14])=[O:13])=[CH:9][C:8]=2[CH:15]=1)([O-:3])=[O:2].[K+]>CO>[N+:1]([C:4]1[CH:5]=[C:6]([Br:16])[C:7]2[O:11][C:10]([C:12]([OH:14])=[O:13])=[CH:9][C:8]=2[CH:15]=1)([O-:3])=[O:2] |f:0.1|. Reported procedure: A mixture of 11.5 gm (35.5 mMol) potassium 5-nitro-7-bromobenzofuran-2-carboxylate and 36 gm Dowex 50WX8-200 resin in 1.6 L methanol was stirred for 1 hour at room temperature. The mixture was filtered and the filtrate concentrated under reduced pressure. The residue was diluted with about 80 mL of methanol and heated on the steam bath with stirring. The mixture was cooled to room temperature and filtered. The residual solid was dried under vacuum to provide 6.7 gm (66%) of the desired compound ...